From a dataset of the Open Reaction Database (ORD), a public repository of structured organic reaction records. describe an organic reaction: reactants, conditions, products, and yield Starting materials: CC=1CS([C@H]2N(C1C(=O)O)C(C2NC(CC2=CC=CC=C2)=O)=O)=O (3-methyl-7-phenylacetamido-3-cephem-4-carboxylic acid-1-oxide), C[Si](N(C(C)=O)C(=O)C)(C)C (N-trimethylsilyldiacetamide), BrN1C(CCC1=O)=O (N-bromosuccinimide). Solvent: ClCCl (dichloromethane). Product: BrCC=1CS([C@H]2N(C1C(=O)O[Si](C)(C)C)C(C2NC(CC2=CC=CC=C2)=O)=O)=O (trimethylsilyl 3-bromomethyl-7-phenylacetamido-3-cephem-4-carboxylate-1-oxide). Yield: 47.0%. As a reaction SMILES: [CH3:1][C:2]1[CH2:3][S:4](=[O:24])[C@@H:5]2[CH:12]([NH:13][C:14](=[O:22])[CH2:15][C:16]3[CH:21]=[CH:20][CH:19]=[CH:18][CH:17]=3)[C:11](=[O:23])[N:6]2[C:7]=1[C:8]([OH:10])=[O:9].[CH3:25][Si:26]([CH3:35])([CH3:34])N(C(C)=O)C(=O)C.[Br:36]N1C(=O)CCC1=O>ClCCl>[Br:36][CH2:1][C:2]1[CH2:3][S:4](=[O:24])[C@@H:5]2[CH:12]([NH:13][C:14](=[O:22])[CH2:15][C:16]3[CH:17]=[CH:18][CH:19]=[CH:20][CH:21]=3)[C:11](=[O:23])[N:6]2[C:7]=1[C:8]([O:10][Si:26]([CH3:35])([CH3:34])[CH3:25])=[O:9]. Procedure details: A clear solution was obtained after refluxing a suspension of 371.8 mg (1.07 mmoles) of 3-methyl-7-phenylacetamido-3-cephem-4-carboxylic acid-1-oxide and 284.7 mg (1.65 mmoles) of N-trimethylsilyldiacetamide in 40 ml of dichloromethane for 5 minutes and it was cooled in an ice-bath and brominated in half an hour with 290.2 mg (1.63 mmoles) of N-bromosuccinimide to obtain a 47% yield of trimethylsilyl 3-bromomethyl-7-phenylacetamido-3-cephem-4-carboxylate-1-oxide.